describe an organic reaction: reactants, conditions, products, and yield From a dataset of the Open Reaction Database (ORD), a public repository of structured organic reaction records. RXN SMILES: [CH3:16][N:17]([C:18](=[O:19])[O:20][C:21]([CH3:22])([CH3:23])[CH3:24])[CH:25]([C:26](=[O:27])[OH:28])[CH2:29][c:30]1[cH:31][cH:32][cH:33][cH:34][cH:35]1.[CH3:46][N+:47]1([O-:48])[CH2:49][CH2:50][O:51][CH2:52][CH2:53]1.[CH3:54][N:55]([CH3:56])[CH:57]=[O:58].[CH3:60][CH2:61][O:62][C:63]([CH3:64])=[O:65].[F:1][c:2]1[cH:3][cH:4][c:5]([O:14][CH3:15])[c:6]([CH:8]2[CH2:9][CH2:10][NH:11][CH2:12][CH2:13]2)[cH:7]1.[OH2:59].[OH:36][n:37]1[c:38]2[c:39]([cH:40][cH:41][cH:42][cH:43]2)[n:44][n:45]1>>[F:1][c:2]1[cH:3][cH:4][c:5]([O:14][CH3:15])[c:6]([CH:8]2[CH2:9][CH2:10][N:11]([C:26]([CH:25]([N:17]([CH3:16])[C:18](=[O:19])[O:20][C:21]([CH3:22])([CH3:23])[CH3:24])[CH2:29][c:30]3[cH:31][cH:32][cH:33][cH:34][cH:35]3)=[O:27])[CH2:12][CH2:13]2)[cH:7]1. Starting materials: CN(C(=O)OC(C)(C)C)C(Cc1ccccc1)C(=O)O, C[N+]1([O-])CCOCC1, CN(C)C=O, CCOC(C)=O, COc1ccc(F)cc1C1CCNCC1, O, On1nnc2ccccc21. Product: COc1ccc(F)cc1C1CCN(C(=O)C(Cc2ccccc2)N(C)C(=O)OC(C)(C)C)CC1. Reactants: C(=O)C1=CC(=C(OC2=NC=C(C(=O)N)C=C2)C=C1)OC (6-(4-formyl-2-methoxyphenoxy)nicotinamide), C(CCCC)N (amylamine). Product: COC1=C(OC2=NC=C(C(=O)N)C=C2)C=CC(=C1)CNCCCCC (6-(2-Methoxy-4-pentylaminomethylphenoxy)nicotinamide). Isolated yield 67.4%. As a reaction SMILES: [CH:1]([C:3]1[CH:18]=[CH:17][C:6]([O:7][C:8]2[CH:16]=[CH:15][C:11]([C:12]([NH2:14])=[O:13])=[CH:10][N:9]=2)=[C:5]([O:19][CH3:20])[CH:4]=1)=O.[CH2:21]([NH2:26])[CH2:22][CH2:23][CH2:24][CH3:25]>>[CH3:20][O:19][C:5]1[CH:4]=[C:3]([CH2:1][NH:26][CH2:21][CH2:22][CH2:23][CH2:24][CH3:25])[CH:18]=[CH:17][C:6]=1[O:7][C:8]1[CH:16]=[CH:15][C:11]([C:12]([NH2:14])=[O:13])=[CH:10][N:9]=1. Procedure details: Using a method similar to Example 405, a reaction of 6-(4-formyl-2-methoxyphenoxy)nicotinamide (Example 414, Part B) (0.050 g, 0.184 mmol) and amylamine (0.016 g, 0.184 mmol) gives the title compound (0.0426 g, 67.5%) TOFMS ES+ 344.2 (M+H)+, HRMS calcd for C19H26N3O3 344.1974 (M+H)+, found 344.1963time 0.41 min; HPLC [YMC-Pack Pro C-18 (150×4.6 mm, S-5 microm), 0.1% TFA/acetonitrile in 0.1% TFA/water at 1.0 mL/min, 20-99% over 23 min], tR=6.1 min, 100% purity. Reactants: S=C(C)C(C(=O)OCC)S (2-(1-thioxoethyl)thioglycolic acid, ethyl ester), N(N)C(=O)OC (methyl hydrazinocarboxylate), C(Cl)(Cl)Cl (chloroform), [Si]([O-])([O-])([O-])[O-].[Mg+2].[Mg+2] (magnesium silicate). Run in ClCCl (dichloromethane). RXN SMILES: [S:1]=[C:2](C(S)C(OCC)=O)[CH3:3].[NH:11]([C:13]([O:15][CH3:16])=[O:14])[NH2:12].C(Cl)(Cl)Cl.[Si]([O-])([O-])([O-])[O-].[Mg+2].[Mg+2]>ClCCl>[S:1]=[C:2]([NH:12][NH:11][C:13]([O:15][CH3:16])=[O:14])[CH3:3] |f:3.4.5|. Procedure details: A mixture of 129 g of 2-(1-thioxoethyl)thioglycolic acid, ethyl ester, 67.5 g of methyl hydrazinocarboxylate and 500 ml of chloroform was heated at reflux for 8 hours, then concentrated in vacuo. The oily residue was concentrated further under high vacuum, giving a yellow oil. This oil was dissolved in 500 ml of dichloromethane and passed through a bed of hydrous magnesium silicate, washing with additional dichloromethane. The resulting light yellow oil was crystallized from toluene-methylcycloh... Yield: 65.3%. Yields the product S=C(C)NNC(=O)OC (2-(1-Thioxoethyl)hydrazinecarboxylic acid, methyl ester). Reactants: NCC(C)(O)C1=CC(=C(C=C1)F)F (1-amino-2-(3,4-difluorophenyl)-propan-2-ol), NC(CO)(C)C1=CC(=C(C=C1)F)F (2-amino-2-(3,4-difluorophenyl)-propan-l-ol), C(=O)(OC(C)(C)C)OC(=O)OC(C)(C)C (di-tert-butyl dicarbonate). Run in C(Cl)(Cl)Cl (CHCl3), C(Cl)(Cl)Cl (CHCl3). Run at time 8 hour. Product: C(C)(C)(C)OC(NCC(C)(O)C1=CC(=C(C=C1)F)F)=O ([2-(3,4-difluorophenyl)-2-hydroxy-propyl]-carbamic acid-tert-butyl ester), C(C)(C)(C)OC(NC(C(C)O)C1=CC(=C(C=C1)F)F)=O ([1-(3,4-Difluorophenyl)-2-hydroxy-propyl]-carbamic acid-tert-butyl ester). Isolated yield 60.1%. RXN SMILES: [NH2:1][CH2:2][C:3]([C:6]1[CH:11]=[CH:10][C:9]([F:12])=[C:8]([F:13])[CH:7]=1)([OH:5])[CH3:4].[NH2:14][C:15]([C:19]1[CH:24]=[CH:23][C:22]([F:25])=[C:21]([F:26])[CH:20]=1)(C)[CH2:16][OH:17].[C:27](O[C:35]([O:37][C:38]([CH3:41])([CH3:40])[CH3:39])=[O:36])([O:29][C:30]([CH3:33])([CH3:32])[CH3:31])=[O:28]>C(Cl)(Cl)Cl>[C:30]([O:29][C:27](=[O:28])[NH:1][CH2:2][C:3]([C:6]1[CH:11]=[CH:10][C:9]([F:12])=[C:8]([F:13])[CH:7]=1)([OH:5])[CH3:4])([CH3:33])([CH3:32])[CH3:31].[C:38]([O:37][C:35](=[O:36])[NH:14][CH:15]([C:19]1[CH:24]=[CH:23][C:22]([F:25])=[C:21]([F:26])[CH:20]=1)[CH:16]([OH:17])[CH3:2])([CH3:39])([CH3:40])[CH3:41]. Procedure details: To a solution of 1-amino-2-(3,4-difluorophenyl)-propan-2-ol and 2-amino-2-(3,4-difluorophenyl)-propan-l-ol (1.2 g, 6.4 mmol) in CHCl3 (50 mL) at 0° C. was added a solution of di-tert-butyl dicarbonate (1.74 g, 7.9 mmol) in CHCl3 (10 mL) in one portion and the resulting solution was stirred overnight at room temperature. The solvent was removed in vacuo and the residue was subjected to column chromatography on silica gel (2:1 hexane-EtOAc followed by EtOAc) to obtain [2-(3,4-difluorophenyl)-2-hyd... Starting materials: CC1(C(NC(C2=C(C(=CC=C12)N)[N+](=O)[O-])=O)=O)C (4,4-dimethyl-7-amino-8-nitro-2H,4H-isoquinoline-1,3-dione), COC1=C(C(=O)Cl)C=CC(=C1)SC (2-methoxy-4-methylmercapto-benzoyl chloride). Product: CC1(C(NC(C2=C(C(=CC=C12)NC(C1=C(C=C(C=C1)SC)OC)=O)[N+](=O)[O-])=O)=O)C (4,4-Dimethyl-7-(2-methoxy-4-methylmercapto-benzoylamino)-8-nitro-2H,4H-isoquinoline-1,3-dione). RXN SMILES: [CH3:1][C:2]1([CH3:18])[C:11]2[C:6](=[C:7]([N+:13]([O-:15])=[O:14])[C:8]([NH2:12])=[CH:9][CH:10]=2)[C:5](=[O:16])[NH:4][C:3]1=[O:17].[CH3:19][O:20][C:21]1[CH:29]=[C:28]([S:30][CH3:31])[CH:27]=[CH:26][C:22]=1[C:23](Cl)=[O:24]>>[CH3:1][C:2]1([CH3:18])[C:11]2[C:6](=[C:7]([N+:13]([O-:15])=[O:14])[C:8]([NH:12][C:23](=[O:24])[C:22]3[CH:26]=[CH:27][C:28]([S:30][CH3:31])=[CH:29][C:21]=3[O:20][CH3:19])=[CH:9][CH:10]=2)[C:5](=[O:16])[NH:4][C:3]1=[O:17]. Reported procedure: Prepared analogous to Example 2a from 5 gm of 4,4-dimethyl-7-amino-8-nitro-2H,4H-isoquinoline-1,3-dione and 2-methoxy-4-methylmercapto-benzoyl chloride. Reactants: Cl.NC=1C(=NC=CC1)NC1=CC2=C(C=C1)OCO2 (3-amino-2-(3,4-methylenedioxyanilino)pyridine hydrochloride), C(C)O (ethanol), O(C(=S)[S-])CC.[K+] (potassium ethyl xanthate), C([O-])(O)=O.[Na+] (sodium bicarbonate). The solvent is O (water). Yields the product C1OC=2C=C(C=CC2O1)N1C(NC=2C1=NC=CC2)=S (1,3-dihydro-3-(3,4-methylenedioxyphenyl)imidazo[4,5-b]pyridin-2-thione). RXN SMILES: Cl.[NH2:2][C:3]1[C:4]([NH:9][C:10]2[CH:15]=[CH:14][C:13]3[O:16][CH2:17][O:18][C:12]=3[CH:11]=2)=[N:5][CH:6]=[CH:7][CH:8]=1.O(CC)[C:20]([S-])=[S:21].[K+].C(=O)(O)[O-].[Na+].C(O)C>O>[CH2:17]1[O:16][C:13]2[CH:14]=[CH:15][C:10]([N:9]3[C:4]4=[N:5][CH:6]=[CH:7][CH:8]=[C:3]4[NH:2][C:20]3=[S:21])=[CH:11][C:12]=2[O:18]1 |f:0.1,2.3,4.5|. Reported procedure: A mixture of 2.6 g. (0.01 mole) of 3-amino-2-(3,4-methylenedioxyanilino)pyridine hydrochloride (Example 1, Step B), 1.8 g. (0.011 mole) of potassium ethyl xanthate, and 840 mg. (0.01 mole) of sodium bicarbonate in 45 ml. of ethanol and 10 ml. of water was heated at reflux for 3.5 hours. There was added 3 ml. of 2.5 N sodium hydroxide solution and the mixture was filtered. The filtrate was acidified with acetic acid and the precipitated product was collected (500 mg., m.p. 278° C.). After recryst... The reactants are ClC1=CC=NC2=CC(=CC=C12)CN1C([C@@H](N(CC1)CC=CC=1SC(=CC1)Cl)C)=O ((S)-1-(4-Chloroquinolin-7-ylmethyl)-4-[3-(5-chlorothiophen-2-yl)-allyl]-3-methylpiperazin-2-one), C1(=CC=CC=C1)O (phenol), C(C)(=O)[O-].[NH4+] (ammonium acetate). Conditions: temperature 120 celsius. Product: NC1=CC=NC2=CC(=CC=C12)CN1C([C@@H](N(CC1)CC=CC=1SC(=CC1)Cl)C)=O ((S)-1-(4-Aminoquinolin-7-ylmethyl)-4-[3-(5-chlorothiophen-2-yl)-allyl]-3-methylpiperazin-2-one). The yield is 42.7%. RXN SMILES: Cl[C:2]1[C:11]2[C:6](=[CH:7][C:8]([CH2:12][N:13]3[CH2:18][CH2:17][N:16]([CH2:19][CH:20]=[CH:21][C:22]4[S:23][C:24]([Cl:27])=[CH:25][CH:26]=4)[C@@H:15]([CH3:28])[C:14]3=[O:29])=[CH:9][CH:10]=2)[N:5]=[CH:4][CH:3]=1.C1(O)C=CC=CC=1.C([O-])(=O)C.[NH4+:41]>>[NH2:41][C:2]1[C:11]2[C:6](=[CH:7][C:8]([CH2:12][N:13]3[CH2:18][CH2:17][N:16]([CH2:19][CH:20]=[CH:21][C:22]4[S:23][C:24]([Cl:27])=[CH:25][CH:26]=4)[C@@H:15]([CH3:28])[C:14]3=[O:29])=[CH:9][CH:10]=2)[N:5]=[CH:4][CH:3]=1 |f:2.3|. Procedure: (S)-1-(4-Chloroquinolin-7-ylmethyl)-4-[3-(5-chlorothiophen-2-yl)-allyl]-3-methylpiperazin-2-one(0.35 g, 0.82 mmol) is treated with phenol (2 g) and ammonium acetate (0.7 g, 9.1 mmol) and heated to 120° C. in a sealed vessel for 1 hour. Upon cooling, the solution is partitioned between 2 N NaOH and ethyl acetate. The organic layer is separated and washed with fresh 2 N NaOH (3×100 mL) and water. The organic layer is concentrated and the residue is purified by reverse phase HPLC to give the title ...